From a dataset of the Open Reaction Database (ORD), a public repository of structured organic reaction records. describe an organic reaction: reactants, conditions, products, and yield The reactants are C1(C=2C(C(N1)=O)=CC=CC2)=O.[K] (potassium phthalimide), C([O-])([O-])=O.[K+].[K+] (Potassium carbonate), C1=C(C=CC2=CC=CC=C12)S (2-naphthalenethiol), BrCCCCCCCl (1-bromo-6-chlorohexane). Solvent: CN(C=O)C (N,N-dimethylformamide), O (water). Reaction conditions: time 3 hour. The product is C1=C(C=CC2=CC=CC=C12)SCCCCCCN1C(C=2C(C1=O)=CC=CC2)=O (N-[6-(2-naphthylthio)hexyl]phthalimide). Yield: 95.8%. Reaction SMILES: C(=O)([O-])[O-].[K+].[K+].[CH:7]1[C:16]2[C:11](=[CH:12][CH:13]=[CH:14][CH:15]=2)[CH:10]=[CH:9][C:8]=1[SH:17].Br[CH2:19][CH2:20][CH2:21][CH2:22][CH2:23][CH2:24]Cl.[C:26]1(=[O:36])[NH:30][C:29](=[O:31])[C:28]2=[CH:32][CH:33]=[CH:34][CH:35]=[C:27]12.[K]>CN(C)C=O.O>[CH:7]1[C:16]2[C:11](=[CH:12][CH:13]=[CH:14][CH:15]=2)[CH:10]=[CH:9][C:8]=1[S:17][CH2:19][CH2:20][CH2:21][CH2:22][CH2:23][CH2:24][N:30]1[C:29](=[O:31])[C:28]2=[CH:32][CH:33]=[CH:34][CH:35]=[C:27]2[C:26]1=[O:36] |f:0.1.2,5.6,^1:36|. Reported procedure: Potassium carbonate (8.29 g) was added to a solution of 2-naphthalenethiol (8.01 g) and 1-bromo-6-chlorohexane (9.98 g) in N,N-dimethylformamide (65 ml). The mixture was stirred at room temperature for 3 hours. Then potassium phthalimide (9.26 g) was added to the mixture, and the resulting mixture was stirred at 100° C. for 3 hours. The reaction mixture was poured into water and extracted with ethyl acetate. The ethyl acetate layer was washed with water and dried (MgSO4), and the solvent was dis... The reactants are methyl ester, ClC1=CC=C(C(C(=O)O)=C1)O (5-chlorosalicylic acid), C(#C)N1CCOCC1 (ethynyl morpholine). The reagents and catalysts are C(C)N(CC)CC (triethylamine). Product: ClC=1C=CC2=C(C(C=C(O2)N2CCOCC2)=O)C1 (6-chloro-2-(4-morpholinyl)-4H-1benzopyran-4-one). The yield is 44.7%. Reaction SMILES: [Cl:1][C:2]1[CH:10]=[C:6]([C:7]([OH:9])=O)[C:5]([OH:11])=[CH:4][CH:3]=1.[C:12]([N:14]1[CH2:19][CH2:18][O:17][CH2:16][CH2:15]1)#[CH:13]>C(N(CC)CC)C>[Cl:1][C:2]1[CH:3]=[CH:4][C:5]2[O:11][C:12]([N:14]3[CH2:19][CH2:18][O:17][CH2:16][CH2:15]3)=[CH:13][C:7](=[O:9])[C:6]=2[CH:10]=1. Procedure details: The methyl ester of 5-chlorosalicylic acid (2.00 g, 10.7 mmol) is mixed with ethynyl morpholine (neat, 1.00 g, 9.00 mmol) dropwise. The reaction is exothermic. When the mixture cools, triethylamine (TEA, 1 drop) is added and the liquid mixture immediately crystallized. The mixture is chromatographed (flash, SiO2, CH2Cl2 /EtOH, 95:5) to yield 6-chloro-2-(4-morpholinyl)-4H-1benzopyran-4-one (1.07 g, 45%). Mp 194°-5° C.; IR (mull) 2949, 2946, 2869, 2855, 1640, 1615, 1566, 1464, 1450, 1437, 1345, 12... The reactants are CCc1cccc(N)c1, COc1ccc2c(Cl)nc(Nc3cc(C)[nH]n3)cc2c1. Product: CCc1cccc(Nc2nc(Nc3cc(C)[nH]n3)cc3cc(OC)ccc23)c1. As a reaction SMILES: [CH2:21]([CH3:22])[c:23]1[cH:24][c:25]([NH2:29])[cH:26][cH:27][cH:28]1.[Cl:1][c:2]1[n:3][c:4]([NH:14][c:15]2[n:16][nH:17][c:18]([CH3:20])[cH:19]2)[cH:5][c:6]2[cH:7][c:8]([O:12][CH3:13])[cH:9][cH:10][c:11]12>>[c:2]1([NH:29][c:25]2[cH:24][c:23]([CH2:21][CH3:22])[cH:28][cH:27][cH:26]2)[n:3][c:4]([NH:14][c:15]2[n:16][nH:17][c:18]([CH3:20])[cH:19]2)[cH:5][c:6]2[cH:7][c:8]([O:12][CH3:13])[cH:9][cH:10][c:11]12. RXN SMILES: [C:1]([CH3:2])(=[O:3])[O:4][CH:5]1[CH:6]([O:24][c:25]2[n:26][nH:27][c:28]([CH:42]([CH3:43])[CH3:44])[c:29]2[CH2:30][c:31]2[cH:32][cH:33][c:34]([O:37][CH2:38][CH2:39][CH2:40][NH2:41])[cH:35][cH:36]2)[O:7][CH:8]([CH2:19][O:20][C:21]([CH3:22])=[O:23])[CH:9]([O:15][C:16]([CH3:17])=[O:18])[CH:10]1[O:11][C:12]([CH3:13])=[O:14].[CH2:45]([c:46]1[cH:47][cH:48][cH:49][cH:50][cH:51]1)[O:52][C:53](=[O:54])[NH:55][CH2:56][C:57](=[O:58])[OH:59].[CH2:71]([N:72]=[C:73]=[N:74][CH2:75][CH2:76][CH2:77][N:78]([CH3:79])[CH3:80])[CH3:81].[CH3:82][N:83]([CH3:84])[CH:85]=[O:86].[ClH:70].[OH2:87].[OH:60][n:61]1[c:62]2[cH:63][cH:64][cH:65][cH:66][c:67]2[n:68][n:69]1>>[C:1]([CH3:2])(=[O:3])[O:4][CH:5]1[CH:6]([O:24][c:25]2[n:26][nH:27][c:28]([CH:42]([CH3:43])[CH3:44])[c:29]2[CH2:30][c:31]2[cH:32][cH:33][c:34]([O:37][CH2:38][CH2:39][CH2:40][NH:41][C:57]([CH2:56][NH:55][C:53]([O:52][CH2:45][c:46]3[cH:47][cH:48][cH:49][cH:50][cH:51]3)=[O:54])=[O:58])[cH:35][cH:36]2)[O:7][CH:8]([CH2:19][O:20][C:21]([CH3:22])=[O:23])[CH:9]([O:15][C:16]([CH3:17])=[O:18])[CH:10]1[O:11][C:12]([CH3:13])=[O:14]. Reactants: CC(=O)OCC1OC(Oc2n[nH]c(C(C)C)c2Cc2ccc(OCCCN)cc2)C(OC(C)=O)C(OC(C)=O)C1OC(C)=O, O=C(O)CNC(=O)OCc1ccccc1, CCN=C=NCCCN(C)C, CN(C)C=O, Cl, O, On1nnc2ccccc21. The product is CC(=O)OCC1OC(Oc2n[nH]c(C(C)C)c2Cc2ccc(OCCCNC(=O)CNC(=O)OCc3ccccc3)cc2)C(OC(C)=O)C(OC(C)=O)C1OC(C)=O. Reactants: C1(=CC=CC=C1)OC(NC=1C(=NC(=C(C1)CC)C)OCC)=O (Phenyl-N-(2-ethoxy-5-ethyl-6-methylpyridin-3-yl)carbamate), FC1=C(C=CC=C1)N1CCNCC1 (1-(2-fluorophenyl)piperazine). Yields the product C(C)OC1=NC(=C(C=C1NC(=O)N1CCN(CC1)C1=C(C=CC=C1)F)CC)C (1-[(2-ethoxy-5-ethyl-6-methylpyridin-3-yl)aminocarbonyl]-4-(2-fluorophenyl)piperazine). The yield is 87.0%. As a reaction SMILES: C1(O[C:8](=[O:22])[NH:9][C:10]2[C:11]([O:19][CH2:20][CH3:21])=[N:12][C:13]([CH3:18])=[C:14]([CH2:16][CH3:17])[CH:15]=2)C=CC=CC=1.[F:23][C:24]1[CH:29]=[CH:28][CH:27]=[CH:26][C:25]=1[N:30]1[CH2:35][CH2:34][NH:33][CH2:32][CH2:31]1>>[CH2:20]([O:19][C:11]1[C:10]([NH:9][C:8]([N:33]2[CH2:32][CH2:31][N:30]([C:25]3[CH:26]=[CH:27][CH:28]=[CH:29][C:24]=3[F:23])[CH2:35][CH2:34]2)=[O:22])=[CH:15][C:14]([CH2:16][CH3:17])=[C:13]([CH3:18])[N:12]=1)[CH3:21]. Reported procedure: Phenyl-N-(2-ethoxy-5-ethyl-6-methylpyridin-3-yl)carbamate and 1-(2-fluorophenyl)piperazine were reacted by the same way with the example 1 to obtain the titled compound. Starting materials: C1(CCCCC1)CC(C(=O)O)CC1CCCCC1 (bis-(cyclohexylmethyl)acetic acid), O=S(Cl)Cl (SOCl2). Yields the product C1(CCCCC1)CC(C(=O)Cl)CC1CCCCC1 (Bis-(cyclohexylmethyl)acetyl chloride). The yield is 92.4%. Reaction SMILES: [CH:1]1([CH2:7][CH:8]([CH2:12][CH:13]2[CH2:18][CH2:17][CH2:16][CH2:15][CH2:14]2)[C:9](O)=[O:10])[CH2:6][CH2:5][CH2:4][CH2:3][CH2:2]1.O=S(Cl)[Cl:21]>>[CH:1]1([CH2:7][CH:8]([CH2:12][CH:13]2[CH2:18][CH2:17][CH2:16][CH2:15][CH2:14]2)[C:9]([Cl:21])=[O:10])[CH2:6][CH2:5][CH2:4][CH2:3][CH2:2]1. Reported procedure: A solution of 2.97 g (11.8 mmol) of bis-(cyclohexylmethyl)acetic acid in 20 mL SOCl2 was stirred at room temperature overnight. The SOCl2 was removed under reduced pressure, the residue taken up in Et2O, and the solvent removed under reduced pressure. The residue was taken up in hexane and the solvent removed under reduced pressure leaving 2.94 g (92.4% yield) of the product as an oil. The structure was confirmed by mass spectroscopy. The reactants are CC(=O)Nc1ccc(S(=O)(=O)Nc2nc(=O)n(C3CC3)cc2C)cc1, CC(=O)O, [Na+], [OH-], O. The product is Cc1cn(C2CC2)c(=O)nc1NS(=O)(=O)c1ccc(N)cc1. Reaction SMILES: [C:1](=[O:2])([CH3:3])[NH:4][c:5]1[cH:6][cH:7][c:8]([S:9](=[O:10])(=[O:11])[NH:12][c:13]2[n:14][c:15](=[O:23])[n:16]([CH:20]3[CH2:21][CH2:22]3)[cH:17][c:18]2[CH3:19])[cH:24][cH:25]1.[CH3:29][C:30](=[O:31])[OH:32].[Na+:27].[OH-:26].[OH2:28]>>[NH2:4][c:5]1[cH:6][cH:7][c:8]([S:9](=[O:10])(=[O:11])[NH:12][c:13]2[n:14][c:15](=[O:23])[n:16]([CH:20]3[CH2:21][CH2:22]3)[cH:17][c:18]2[CH3:19])[cH:24][cH:25]1.